This data is from the Open Reaction Database (ORD), a public repository of structured organic reaction records. The task is: describe an organic reaction: reactants, conditions, products, and yield Starting materials: CC(O)CBr, Cn1c(=O)cc(Nc2ccc(N)cc2F)c2c(=O)[nH]cnc21, Cn1c(=O)cc(Nc2ccc(I)cc2F)c2c(=O)n(CC(O)CO)cnc21. The product is CC(O)Cn1cnc2c(c(Nc3ccc(I)cc3F)cc(=O)n2C)c1=O. Reaction SMILES: [Br:50][CH2:51][CH:52]([OH:53])[CH3:54].[NH2:28][c:29]1[cH:30][cH:31][c:32]([NH:33][c:34]2[c:35]3[c:36](=[O:37])[nH:38][cH:39][n:40][c:41]3[n:42]([CH3:43])[c:44](=[O:45])[cH:46]2)[c:47]([F:48])[cH:49]1.[OH:1][CH:2]([CH2:3][n:4]1[cH:5][n:6][c:7]2[c:8]([c:9]1=[O:10])[c:11]([NH:17][c:18]1[c:19]([F:25])[cH:20][c:21]([I:24])[cH:22][cH:23]1)[cH:12][c:13](=[O:16])[n:14]2[CH3:15])[CH2:26][OH:27]>>[OH:1][CH:2]([CH2:3][n:4]1[cH:5][n:6][c:7]2[c:8]([c:9]1=[O:10])[c:11]([NH:17][c:18]1[c:19]([F:25])[cH:20][c:21]([I:24])[cH:22][cH:23]1)[cH:12][c:13](=[O:16])[n:14]2[CH3:15])[CH3:26]. Starting materials: CC(=O)O, CS(=O)(=O)c1ccccc1N, Cl, Cl[Cu], O=N[O-], [Na+], O=S=O, O. The product is CS(=O)(=O)c1ccccc1S(=O)(=O)Cl. As a reaction SMILES: [C:23]([OH:24])(=[O:25])[CH3:26].[CH3:1][S:2](=[O:3])(=[O:4])[c:5]1[c:6]([NH2:7])[cH:8][cH:9][cH:10][cH:11]1.[ClH:12].[Cu:21][Cl:22].[N:13]([O-:14])=[O:15].[Na+:16].[O:17]=[S:18]=[O:19].[OH2:20]>>[CH3:1][S:2](=[O:3])(=[O:4])[c:5]1[c:6]([S:18]([Cl:12])(=[O:17])=[O:19])[cH:8][cH:9][cH:10][cH:11]1. The reactants are BrC(CCC(=O)OC)C(C1=C(C=CC=C1)Cl)=O (methyl 4-bromo-4-(chlorobenzoyl)butyrate), C(=O)[O-].[Na+] (sodium formate). Run in CO (methanol). The product is ClC1=C(C(=O)C(CCC(=O)OC)O)C=CC=C1 (methyl 4-(chlorobenzoyl)-4-hydroxybutyrate). The yield is 100.2%. Reaction SMILES: Br[CH:2]([C:9](=[O:17])[C:10]1[CH:15]=[CH:14][CH:13]=[CH:12][C:11]=1[Cl:16])[CH2:3][CH2:4][C:5]([O:7][CH3:8])=[O:6].C([O-])=[O:19].[Na+]>CO>[Cl:16][C:11]1[CH:12]=[CH:13][CH:14]=[CH:15][C:10]=1[C:9]([CH:2]([OH:19])[CH2:3][CH2:4][C:5]([O:7][CH3:8])=[O:6])=[O:17] |f:1.2|. Procedure: A mixture of methyl 4-bromo-4-(chlorobenzoyl)butyrate (89.5 g), sodium formate (76.2 g) and methanol (400 ml) was stirred under reflux for 12 hours. The reaction mixture was concentrated, and water was added to the resulting residue and then extracted with ethyl acetate. The ethyl acetate layer was washed with water, and dried (MgSO4). The solvent was evaporated to give methyl 4-(chlorobenzoyl)-4-hydroxybutyrate (72.0 g, 100%) as an oily substance. This oily substance (72.0 g) was dissolved in t... The reactants are C(=O)([O-])[O-].[K+].[K+] (K2CO3), C(C=C)NC (N-allyl-methyl-amine), BrC/C=C/CO ((E)-4-bromo-2-buten-1-ol). Solvent: CC(=O)C (acetone). Reaction conditions: time 40 hour. Product: C(C=C)N(C/C=C/CO)C ((E)-4-(allyl-methyl-amino)-but-2-en-1-ol). Reaction SMILES: Br[CH2:2]/[CH:3]=[CH:4]/[CH2:5][OH:6].C([O-])([O-])=O.[K+].[K+].[CH2:13]([NH:16][CH3:17])[CH:14]=[CH2:15]>CC(C)=O>[CH2:13]([N:16]([CH3:17])[CH2:2]/[CH:3]=[CH:4]/[CH2:5][OH:6])[CH:14]=[CH2:15] |f:1.2.3|. Procedure details: 3.58 g of (E)-4-bromo-2-buten-1-ol are dissolved in 100 ml of acetone and treated with 9.84 g of K2CO3 and 3.4 ml of N-allyl-methyl-amine. The suspension is stirred at RT for 40 h., filtered and the crude product obtained after concentration is purified on silica gel with methylene chloride:methanol (gradient 9:1-3:1). 1.52 g of (E)-4-(allyl-methyl-amino)-but-2-en-1-ol are obtained as a colourless liquid, MS: m/e 141 (M). The reactants are CC(=O)O, O=Cc1cc(-c2ncc(C(F)(F)F)cc2Cl)ccc1Cl, O. Yields the product O=C(O)c1cc(-c2ncc(C(F)(F)F)cc2Cl)ccc1Cl. As a reaction SMILES: [CH3:22][C:23](=[O:24])[OH:25].[Cl:1][c:2]1[c:3](-[c:12]2[cH:13][c:14]([CH:19]=[O:20])[c:15]([Cl:18])[cH:16][cH:17]2)[n:4][cH:5][c:6]([C:8]([F:9])([F:10])[F:11])[cH:7]1.[OH2:21]>>[Cl:1][c:2]1[c:3](-[c:12]2[cH:13][c:14]([C:19](=[O:20])[OH:21])[c:15]([Cl:18])[cH:16][cH:17]2)[n:4][cH:5][c:6]([C:8]([F:9])([F:10])[F:11])[cH:7]1. Product: CN(CC(O)c1ccc(CO)cc1)C(=O)OC(C)(C)C. RXN SMILES: [BH4-:24].[CH2:26]1[O:27][CH2:28][CH2:29][CH2:30]1.[CH3:21][CH2:22][OH:23].[CH:1](=[O:2])[c:3]1[cH:4][cH:5][c:6]([CH:9]([CH2:10][N:11]([C:12]([O:13][C:14]([CH3:15])([CH3:16])[CH3:17])=[O:18])[CH3:19])[OH:20])[cH:7][cH:8]1.[Na+:25]>>[CH2:1]([OH:2])[c:3]1[cH:4][cH:5][c:6]([CH:9]([CH2:10][N:11]([C:12]([O:13][C:14]([CH3:15])([CH3:16])[CH3:17])=[O:18])[CH3:19])[OH:20])[cH:7][cH:8]1. Reactants: [BH4-], C1CCOC1, CCO, CN(CC(O)c1ccc(C=O)cc1)C(=O)OC(C)(C)C, [Na+]. Reactants: BrC1=CC=C2C(C(=CN(C2=C1Cl)C1CC1)C(=O)OCC)=O (ethyl 7-bromo-8-chloro-1-cyclopropyl-1,4-dihydro-4-oxoquinoline-3-carboxylate), C1(=CC=C(C=C1)S(=O)(=O)N1CC2=CC=C(C=C2C1)[Sn](CCCC)(CCCC)CCCC)C (2-(p-toluenesulfonyl)-5-tributylstannylisoindoline). The product is ClC=1C(=CC=C2C(C(=CN(C12)C1CC1)C(=O)OCC)=O)C=1C=C2CN(CC2=CC1)S(=O)(=O)C1=CC=C(C=C1)C (ethyl 8-chloro-1-cyclopropyl-7-[2-(p-toluenesulfonyl)isoindolin-5-yl]-1,4-dihydro-4-oxoquinoline-3-carboxylate). The yield is 79.0%. As a reaction SMILES: Br[C:2]1[C:11]([Cl:12])=[C:10]2[C:5]([C:6](=[O:21])[C:7]([C:16]([O:18][CH2:19][CH3:20])=[O:17])=[CH:8][N:9]2[CH:13]2[CH2:15][CH2:14]2)=[CH:4][CH:3]=1.[C:22]1([CH3:53])[CH:27]=[CH:26][C:25]([S:28]([N:31]2[CH2:39][C:38]3[C:33](=[CH:34][CH:35]=[C:36]([Sn](CCCC)(CCCC)CCCC)[CH:37]=3)[CH2:32]2)(=[O:30])=[O:29])=[CH:24][CH:23]=1>>[Cl:12][C:11]1[C:2]([C:35]2[CH:34]=[C:33]3[C:38](=[CH:37][CH:36]=2)[CH2:39][N:31]([S:28]([C:25]2[CH:26]=[CH:27][C:22]([CH3:53])=[CH:23][CH:24]=2)(=[O:30])=[O:29])[CH2:32]3)=[CH:3][CH:4]=[C:5]2[C:10]=1[N:9]([CH:13]1[CH2:15][CH2:14]1)[CH:8]=[C:7]([C:16]([O:18][CH2:19][CH3:20])=[O:17])[C:6]2=[O:21]. Procedure details: In the same manner as in Example 1, 0.45 g of ethyl 7-bromo-8-chloro-1-cyclopropyl-1,4-dihydro-4-oxoquinoline-3-carboxylate was reacted with 1.02 g of 2-(p-toluenesulfonyl)-5-tributylstannylisoindoline to obtain 0.54 g of ethyl 8-chloro-1-cyclopropyl-7-[2-(p-toluenesulfonyl)isoindolin-5-yl]-1,4-dihydro-4-oxoquinoline-3-carboxylate.